Task: describe an organic reaction: reactants, conditions, products, and yield. Dataset: the Open Reaction Database (ORD), a public repository of structured organic reaction records Product: BrC1=CC=C(C=C1)C1(COC1)O (3-(4-Bromophenyl)oxetan-3-ol). Conditions: temperature -78 celsius, time 30 minute. RXN SMILES: Br[C:2]1[CH:7]=[CH:6][C:5]([Br:8])=[CH:4][CH:3]=1.[Li]CCCC.[O:14]1[CH2:17][C:16](=[O:18])[CH2:15]1.[NH4+].[Cl-]>C1COCC1.O>[Br:8][C:5]1[CH:6]=[CH:7][C:2]([C:16]2([OH:18])[CH2:17][O:14][CH2:15]2)=[CH:3][CH:4]=1 |f:3.4|. Solvent: C1CCOC1 (THF), O (water). Procedure: 1,4-Dibromobenzene (2 g, 8.48 mmol) was taken up in THF (35 mL) and cooled to −78° C. before adding n-BuLi (3.39 mL, 8.48 mmol) dropwise. After stirring at −78° C. for 30 minutes, oxetan-3-one (0.611 g, 8.48 mmol) was added and the reaction was warmed to room temperature for 1 hour at which time water and saturated NH4Cl were added and the products were extracted into EtOAc (2×). The combined organic extracts were washed with brine, dried over MgSO4, filtered, and concentrated in vacuo. Purifica... Starting materials: BrC1=CC=C(C=C1)Br (1,4-Dibromobenzene), [NH4+].[Cl-] (NH4Cl), [Li]CCCC (n-BuLi), O1CC(C1)=O (oxetan-3-one). The reactants are ClC=1C(=NC(=C(C1)Cl)Cl)C(=O)[O-].[Na+] (sodium 3,5,6-trichloropyridinate), ClCC(=O)OC (methyl α-chloroacetate). Reagents/catalysts: [Cl-].C(C1=CC=CC=C1)[N+](CC)(CC)CC (benzyltriethylammonium chloride). Run in C1(=CC=CC=C1)C (toluene). Conditions: temperature 105 celsius. The product is ClC=1C(=NC(=C(C1)Cl)Cl)CC(=O)OC (methyl α-(3,5,6-trichloropyridyl)acetate). Isolated yield 90.0%. As a reaction SMILES: [Cl:1][C:2]1[C:3]([C:10]([O-])=O)=[N:4][C:5]([Cl:9])=[C:6]([Cl:8])[CH:7]=1.[Na+].ClC[C:16]([O:18][CH3:19])=[O:17]>C1(C)C=CC=CC=1.[Cl-].C([N+](CC)(CC)CC)C1C=CC=CC=1>[Cl:1][C:2]1[C:3]([CH2:10][C:16]([O:18][CH3:19])=[O:17])=[N:4][C:5]([Cl:9])=[C:6]([Cl:8])[CH:7]=1 |f:0.1,4.5|. Procedure details: Essentially equimolar amounts of sodium 3,5,6-trichloropyridinate and methyl α-chloroacetate in toluene were blended together in the presence of from 2 to 5 mole percent of benzyltriethylammonium chloride and the mixture refluxed at 105°C for 3 hours. The product, methyl α-(3,5,6-trichloropyridyl)acetate, was thus obtained in approximately 90 percent yield. The reactants are ClCC1CN(Cc2ccccc2)CCO1, O=C(c1c[nH]c2cc(Cl)ccc12)N1CCC2(CC1)OCc1ccccc12. Yields the product O=C(c1cn(CC2CN(Cc3ccccc3)CCO2)c2cc(Cl)ccc12)N1CCC2(CC1)OCc1ccccc12. As a reaction SMILES: [CH2:27]([c:28]1[cH:29][cH:30][cH:31][cH:32][cH:33]1)[N:34]1[CH2:35][CH:36]([CH2:40][Cl:41])[O:37][CH2:38][CH2:39]1.[Cl:1][c:2]1[cH:3][cH:4][c:5]2[c:6]([C:11](=[O:12])[N:13]3[CH2:14][CH2:15][C:16]4([O:17][CH2:18][c:19]5[c:20]4[cH:21][cH:22][cH:23][cH:24]5)[CH2:25][CH2:26]3)[cH:7][nH:8][c:9]2[cH:10]1>>[Cl:1][c:2]1[cH:3][cH:4][c:5]2[c:6]([C:11](=[O:12])[N:13]3[CH2:14][CH2:15][C:16]4([O:17][CH2:18][c:19]5[c:20]4[cH:21][cH:22][cH:23][cH:24]5)[CH2:25][CH2:26]3)[cH:7][n:8]([CH2:40][CH:36]3[CH2:35][N:34]([CH2:27][c:28]4[cH:29][cH:30][cH:31][cH:32][cH:33]4)[CH2:39][CH2:38][O:37]3)[c:9]2[cH:10]1. The reactants are CO, NC(=O)c1cccc(CC2CCC=C2c2nc(-c3ccccc3)c(-c3ccccc3)o2)c1. Yields the product NC(=O)c1cccc(CC2CCCC2c2nc(-c3ccccc3)c(-c3ccccc3)o2)c1. RXN SMILES: [CH3:33][OH:34].[c:1]1(-[c:7]2[n:8][c:9]([C:18]3=[CH:22][CH2:21][CH2:20][CH:19]3[CH2:23][c:24]3[cH:25][c:26]([C:27](=[O:28])[NH2:29])[cH:30][cH:31][cH:32]3)[o:10][c:11]2-[c:12]2[cH:13][cH:14][cH:15][cH:16][cH:17]2)[cH:2][cH:3][cH:4][cH:5][cH:6]1>>[c:1]1(-[c:7]2[n:8][c:9]([CH:18]3[CH:19]([CH2:23][c:24]4[cH:25][c:26]([C:27](=[O:28])[NH2:29])[cH:30][cH:31][cH:32]4)[CH2:20][CH2:21][CH2:22]3)[o:10][c:11]2-[c:12]2[cH:13][cH:14][cH:15][cH:16][cH:17]2)[cH:2][cH:3][cH:4][cH:5][cH:6]1. Starting materials: [O-][Br+2]([O-])[O-], CC#N, O=Cc1ccc(-c2ncn(-c3ccc(OC(F)(F)C(F)(F)F)cc3)n2)cc1, [Na+], [Na+], O, O=S(=O)([O-])O. The product is O=C(O)c1ccc(-c2ncn(-c3ccc(OC(F)(F)C(F)(F)F)cc3)n2)cc1. As a reaction SMILES: [Br+2:28]([O-:29])([O-:30])[O-:31].[CH3:40][C:41]#[N:42].[F:1][C:2]([C:3]([F:4])([F:5])[F:6])([O:7][c:8]1[cH:9][cH:10][c:11](-[n:14]2[n:15][c:16](-[c:19]3[cH:20][cH:21][c:22]([CH:23]=[O:24])[cH:25][cH:26]3)[n:17][cH:18]2)[cH:12][cH:13]1)[F:27].[Na+:32].[Na+:38].[OH2:39].[S:33](=[O:34])(=[O:35])([OH:36])[O-:37]>>[F:1][C:2]([C:3]([F:4])([F:5])[F:6])([O:7][c:8]1[cH:9][cH:10][c:11](-[n:14]2[n:15][c:16](-[c:19]3[cH:20][cH:21][c:22]([C:23](=[O:24])[OH:29])[cH:25][cH:26]3)[n:17][cH:18]2)[cH:12][cH:13]1)[F:27]. Starting materials: Cl (hydrochloric acid), solution, O1CCCC1 (tetrahydrofuran), C(CCCCCC)NC(C=1C(C(=O)NCCCCCCC)=CC=CC1)=O (N,N'-diheptylphthalamide). Run in CO (methanol). Yields the product C(CCCCCC)NCC=1C(=CC=CC1)CNCCCCCCC (N,N'-diheptyl-o-xylylenediamine). Isolated yield 12.9%. RXN SMILES: O1CCCC1.[CH2:6]([NH:13][C:14](=O)[C:15]1[C:16](=[CH:27][CH:28]=[CH:29][CH:30]=1)[C:17]([NH:19][CH2:20][CH2:21][CH2:22][CH2:23][CH2:24][CH2:25][CH3:26])=O)[CH2:7][CH2:8][CH2:9][CH2:10][CH2:11][CH3:12].Cl>CO>[CH2:20]([NH:19][CH2:17][C:16]1[C:15]([CH2:14][NH:13][CH2:6][CH2:7][CH2:8][CH2:9][CH2:10][CH2:11][CH3:12])=[CH:30][CH:29]=[CH:28][CH:27]=1)[CH2:21][CH2:22][CH2:23][CH2:24][CH2:25][CH3:26]. Procedure: To a 1M solution of borane-tetrahydrofuran complex (24 ml) was added dropwise under ice cooling a 5 ml tetrahydrofuran solution containing 3.6 g of N,N'-diheptylphthalamide obtained in Example 2 under an argon gas stream, and the mixture was warmed up slowly and then heated under reflux for one hour. After cooling, 2 ml methanol was added dropwise under ice cooling, and the mixture was heated under reflux for 30 minutes. After cooling in ice, 4.24 ml concentrated hydrochloric acid was added, and...